Dataset: the Open Reaction Database (ORD), a public repository of structured organic reaction records. Task: describe an organic reaction: reactants, conditions, products, and yield The reactants are ClC1=CC=C(C(=O)Cl)C=C1 (4-chlorobenzoyl chloride), C1(=CC=CC=C1)C (toluene), [Al+3].[Cl-].[Cl-].[Cl-] (AlCl3), Cl (HCl). Solvent: O (water). Yields the product ClC1=CC=C(C=C1)C(C1=CC=C(C=C1)C)=O (4'-chloro-4-methylbenzophenone). Yield: 48.9%. Reaction SMILES: [Cl:1][C:2]1[CH:10]=[CH:9][C:5]([C:6](Cl)=[O:7])=[CH:4][CH:3]=1.[C:11]1([CH3:17])[CH:16]=[CH:15][CH:14]=[CH:13][CH:12]=1.[Al+3].[Cl-].[Cl-].[Cl-].Cl>O>[Cl:1][C:2]1[CH:10]=[CH:9][C:5]([C:6](=[O:7])[C:14]2[CH:15]=[CH:16][C:11]([CH3:17])=[CH:12][CH:13]=2)=[CH:4][CH:3]=1 |f:2.3.4.5|. Reported procedure: 175 g of 4-chlorobenzoyl chloride are added dropwise at about 70° C. to a mixture of 553 g of toluene and 140 g of AlCl3. After completion of the evolution of HCl, the reaction mixture is added to 1 1 of water, and the solid obtained is separated off and recrystallized from 20 ethanol/toluene (50:1 parts by wt). 112.7 g of 4'-chloro-4-methylbenzophenone (melting point 129° C. to 130° C.; content of 4,4,-isomer>99.5% by GCSA) are obtained. 4-(4-Chlorobenzoyl)benzoic acid (melting point 256° C. to...